This data is from the Open Reaction Database (ORD), a public repository of structured organic reaction records. The task is: describe an organic reaction: reactants, conditions, products, and yield The reactants are C=CCC(=O)[O-], CCO, BrC=Cc1ccccc1, [K+]. Product: O=C(O)CC=CC=Cc1ccccc1. As a reaction SMILES: [C:1]([CH2:2][CH:3]=[CH2:4])(=[O:5])[O-:6].[CH2:17]([OH:18])[CH3:19].[CH:8](=[CH:9][c:10]1[cH:11][cH:12][cH:13][cH:14][cH:15]1)[Br:16].[K+:7]>>[C:1]([CH2:2][CH:3]=[CH:4][CH:8]=[CH:9][c:10]1[cH:11][cH:12][cH:13][cH:14][cH:15]1)(=[O:5])[OH:6].